This data is from the Open Reaction Database (ORD), a public repository of structured organic reaction records. The task is: describe an organic reaction: reactants, conditions, products, and yield Starting materials: CCCC1CO1, O=C1c2ccccc2C(=O)N1CCOc1cccc(O)c1. The product is CCCC(O)COc1cccc(OCCN2C(=O)c3ccccc3C2=O)c1. RXN SMILES: [O:22]1[CH2:23][CH:24]1[CH2:25][CH2:26][CH3:27].[OH:1][c:2]1[cH:3][c:4]([O:5][CH2:6][CH2:7][N:8]2[C:9](=[O:18])[c:10]3[cH:11][cH:12][cH:13][cH:14][c:15]3[C:16]2=[O:17])[cH:19][cH:20][cH:21]1>>[O:1]([c:2]1[cH:3][c:4]([O:5][CH2:6][CH2:7][N:8]2[C:9](=[O:18])[c:10]3[cH:11][cH:12][cH:13][cH:14][c:15]3[C:16]2=[O:17])[cH:19][cH:20][cH:21]1)[CH2:23][CH:24]([OH:22])[CH2:25][CH2:26][CH3:27].